This data is from the Open Reaction Database (ORD), a public repository of structured organic reaction records. The task is: describe an organic reaction: reactants, conditions, products, and yield Reactants: ClC1=CC(=CC=C1)C(=O)OO (m-chloroperbenzoic acid), O=C(CCCOCC=C)CCC(C)=O (allyl 4,7-dioxooctyl ether). The solvent is C(Cl)(Cl)Cl (chloroform). The product is C(C1CO1)OCCCC(CCC(C)=O)=O (4,7-dioxooctyl glycidyl ether). Isolated yield 78.8%. As a reaction SMILES: ClC1C=CC=C(C(OO)=[O:9])C=1.[O:12]=[C:13]([CH2:21][CH2:22][C:23](=[O:25])[CH3:24])[CH2:14][CH2:15][CH2:16][O:17][CH2:18][CH:19]=[CH2:20]>C(Cl)(Cl)Cl>[CH2:18]([O:17][CH2:16][CH2:15][CH2:14][C:13](=[O:12])[CH2:21][CH2:22][C:23](=[O:25])[CH3:24])[CH:19]1[O:9][CH2:20]1. Procedure details: A 1000-ml round bottom flask equipped with a magnetic stirrer and a dropping funnel was charged with 130 g (0.38 mol) of 50-% m-chloroperbenzoic acid and 450 ml of chloroform. The dropping funnel was charged with 36.10 g (0.18 mol) of allyl 4,7-dioxooctyl ether. The contents of the dropping funnel were added drop-wise to the flask within 1 hour. During the addition the contents of the flask were stirred and kept at about 0° C. by cooling with an external cooling bath. After additional stirring o... RXN SMILES: C1(N=C=NC2CCCCC2)CCCCC1.[CH2:16]([N:23]1[CH2:28][CH2:27][NH:26][CH2:25][CH2:24]1)[C:17]1[CH:22]=[CH:21][CH:20]=[CH:19][CH:18]=1.[C:29]1([CH2:35][CH2:36][C:37](O)=[O:38])[CH:34]=[CH:33][CH:32]=[CH:31][CH:30]=1>O1CCCC1>[CH2:16]([N:23]1[CH2:28][CH2:27][N:26]([C:37](=[O:38])[CH2:36][CH2:35][C:29]2[CH:34]=[CH:33][CH:32]=[CH:31][CH:30]=2)[CH2:25][CH2:24]1)[C:17]1[CH:18]=[CH:19][CH:20]=[CH:21][CH:22]=1. Procedure: Dicyclohexylcarbodiimide (4.5 g) was added to a mixture of 3.52 g of 1-benzylpiperazine, 3.5 g of 3-phenylpropionic acid and 20 ml of tetrahydrofuran, and the mixture was stirred overnight at room temperature. The resultant dicyclohexylurea was filtered off, and the mother liquor was concentrated under reduced pressure. Ethyl acetate (100 ml) and 50 ml of water were added to the residue, and the mixture was made alkaline with potassium carbonate and then allowed to undergo phase separation. The ... Run in O1CCCC1 (tetrahydrofuran). Reactants: C1(CCCCC1)N=C=NC1CCCCC1 (Dicyclohexylcarbodiimide), C(C1=CC=CC=C1)N1CCNCC1 (1-benzylpiperazine), C1(=CC=CC=C1)CCC(=O)O (3-phenylpropionic acid). Conditions: time 8 hour. Product: C(C1=CC=CC=C1)N1CCN(CC1)C(CCC1=CC=CC=C1)=O (1-benzyl-4-(3-phenylpropionyl)piperazine). Isolated yield 97.4%. Reactants: COC=1N=CC(=NC1)N1N=C(C=2C[C@@H]3[C@H](C12)C3)C(=O)O ((1aR,5aR)-2-(5-methoxypyrazin-2-yl)-1a,2,5,5a-tetrahydro-1H-2,3-diaza-cyclopropa[a]pentalene-4-carboxylic acid), NC(CO)(C)C (2-amino-2-methylpropan-1-ol). Yields the product OCC(C)(C)NC(=O)C=1C=2C[C@@H]3[C@H](C2N(N1)C1=NC=C(N=C1)OC)C3 ((1aR,5aR)-2-(5-methoxypyrazin-2-yl)-1a,2,5,5a-tetrahydro-1H-2,3-diaza-cyclopropa[a]pentalene-4-carboxylic Acid (2-Hydroxy-1,1-dimethyl-ethyl)-amide). As a reaction SMILES: [CH3:1][O:2][C:3]1[N:4]=[CH:5][C:6]([N:9]2[C:16]3[C@@H:15]4[CH2:17][C@@H:14]4[CH2:13][C:12]=3[C:11]([C:18]([OH:20])=O)=[N:10]2)=[N:7][CH:8]=1.[NH2:21][C:22]([CH3:26])([CH3:25])[CH2:23][OH:24]>>[OH:24][CH2:23][C:22]([NH:21][C:18]([C:11]1[C:12]2[CH2:13][C@H:14]3[CH2:17][C@H:15]3[C:16]=2[N:9]([C:6]2[CH:5]=[N:4][C:3]([O:2][CH3:1])=[CH:8][N:7]=2)[N:10]=1)=[O:20])([CH3:26])[CH3:25]. Reported procedure: The title compound was prepared in a manner similar to that described in Method RR using (1aR,5aR)-2-(5-methoxypyrazin-2-yl)-1a,2,5,5a-tetrahydro-1H-2,3-diaza-cyclopropa[a]pentalene-4-carboxylic acid and 2-amino-2-methylpropan-1-ol. LCMS m/z=344.3 [M+H]+; 1H NMR (400 MHz, CDCl3) δ ppm 0.44 (td, J=4.6 and 3.4 Hz, 1H), 1.18-1.22 (m, 1H), 1.39 (s, 3H), 1.40 (s, 3H), 2.23-2.28 (m, 1H), 2.62-2.67 (m, 1H), 2.88 (d, J=16.8 Hz, 1H), 2.97 (dd, J=16.5 and 6.3 Hz, 1H), 3.68 (s, 2H), 4.01 (s, 3H), 4.17 (br,... The reactants are Cc1c(Nc2ncccc2C(=O)O)cccc1C(F)(F)F, CC(=O)O, O, OO. Product: Cc1c(Nc2ncc(O)cc2C(=O)O)cccc1C(F)(F)F. As a reaction SMILES: [CH3:1][c:2]1[c:3]([NH:4][c:5]2[c:6]([C:7](=[O:8])[OH:9])[cH:10][cH:11][cH:12][n:13]2)[cH:14][cH:15][cH:16][c:17]1[C:18]([F:19])([F:20])[F:21].[CH3:22][C:23]([OH:24])=[O:25].[OH2:28].[OH:26][OH:27]>>[CH3:1][c:2]1[c:3]([NH:4][c:5]2[c:6]([C:7](=[O:8])[OH:9])[cH:10][c:11]([OH:24])[cH:12][n:13]2)[cH:14][cH:15][cH:16][c:17]1[C:18]([F:19])([F:20])[F:21]. Reactants: OBO, FC(F)(F)Oc1ccc(Br)cc1, COc1ccccc1CNC1CCC(N(C)C(=O)OC(C)(C)C)CC1. Product: COc1ccc(-c2ccc(OC(F)(F)F)cc2)cc1CNC1CCC(N(C)C(=O)OC(C)(C)C)CC1. RXN SMILES: [BH:1]([OH:2])[OH:3].[Br:29][c:30]1[cH:31][cH:32][c:33]([O:36][C:37]([F:38])([F:39])[F:40])[cH:34][cH:35]1.[C:4](=[O:5])([O:6][C:7]([CH3:8])([CH3:9])[CH3:10])[N:11]([CH:12]1[CH2:13][CH2:14][CH:15]([NH:18][CH2:19][c:20]2[cH:21][cH:22][cH:23][cH:24][c:25]2[O:26][CH3:27])[CH2:16][CH2:17]1)[CH3:28]>>[C:4](=[O:5])([O:6][C:7]([CH3:8])([CH3:9])[CH3:10])[N:11]([CH:12]1[CH2:13][CH2:14][CH:15]([NH:18][CH2:19][c:20]2[cH:21][c:22](-[c:30]3[cH:31][cH:32][c:33]([O:36][C:37]([F:38])([F:39])[F:40])[cH:34][cH:35]3)[cH:23][cH:24][c:25]2[O:26][CH3:27])[CH2:16][CH2:17]1)[CH3:28]. Starting materials: CO, CN(C)P(=O)(N(C)C)N(C)C, ClCCl, ClCCl, O, Nc1ncnc2c1ncn2C1OC(CSCCO)C(O)C1O, O=S(Br)Br. Yields the product Nc1ncnc2c1ncn2C1OC(CSCCBr)C(O)C1O. RXN SMILES: [CH3:41][OH:42].[CH3:5][N:6]([CH3:7])[P:8]([N:9]([CH3:10])[CH3:11])([N:12]([CH3:13])[CH3:14])=[O:15].[Cl:38][CH2:39][Cl:40].[Cl:43][CH2:44][Cl:45].[OH2:46].[OH:16][CH2:17][CH2:18][S:19][CH2:20][CH:21]1[CH:22]([OH:37])[CH:23]([OH:36])[CH:24]([n:26]2[cH:27][n:28][c:29]3[c:30]([NH2:31])[n:32][cH:33][n:34][c:35]23)[O:25]1.[S:1]([Br:2])([Br:3])=[O:4]>>[Br:3][CH2:17][CH2:18][S:19][CH2:20][CH:21]1[CH:22]([OH:37])[CH:23]([OH:36])[CH:24]([n:26]2[cH:27][n:28][c:29]3[c:30]([NH2:31])[n:32][cH:33][n:34][c:35]23)[O:25]1. Yields the product CN(C(CC(=O)NC1CCCc2cc(C=O)ccc21)c1ccccc1)S(=O)(=O)c1cccc(C(F)(F)F)c1. Reactants: CI, O=Cc1ccc2c(c1)CCCC2NC(=O)CC(NS(=O)(=O)c1cccc(C(F)(F)F)c1)c1ccccc1, [Na+], [Na+], O=C([O-])[O-], CN(C)C=O. As a reaction SMILES: [CH3:44][I:45].[CH:1](=[O:2])[c:3]1[cH:4][c:5]2[c:10]([cH:11][cH:12]1)[CH:9]([NH:13][C:14]([CH2:15][CH:16]([NH:17][S:18](=[O:19])(=[O:20])[c:21]1[cH:22][c:23]([C:27]([F:28])([F:29])[F:30])[cH:24][cH:25][cH:26]1)[c:31]1[cH:32][cH:33][cH:34][cH:35][cH:36]1)=[O:37])[CH2:8][CH2:7][CH2:6]2.[Na+:38].[Na+:39].[O-:40][C:41](=[O:42])[O-:43].[O:46]=[CH:47][N:48]([CH3:49])[CH3:50]>>[CH:1](=[O:2])[c:3]1[cH:4][c:5]2[c:10]([cH:11][cH:12]1)[CH:9]([NH:13][C:14]([CH2:15][CH:16]([N:17]([S:18](=[O:19])(=[O:20])[c:21]1[cH:22][c:23]([C:27]([F:28])([F:29])[F:30])[cH:24][cH:25][cH:26]1)[CH3:41])[c:31]1[cH:32][cH:33][cH:34][cH:35][cH:36]1)=[O:37])[CH2:8][CH2:7][CH2:6]2.